From a dataset of the Open Reaction Database (ORD), a public repository of structured organic reaction records. describe an organic reaction: reactants, conditions, products, and yield Starting materials: C1CCOC1, C[Si](C)(C)N=C=O, NCC1CN(c2ccc(C3=NNC(=O)CS3)c(F)c2)C(=O)O1. Product: NC(=O)NCC1CN(c2ccc(C3=NNC(=O)CS3)c(F)c2)C(=O)O1. Reaction SMILES: [CH2:30]1[O:31][CH2:32][CH2:33][CH2:34]1.[CH3:1][Si:2]([CH3:3])([CH3:4])[N:5]=[C:6]=[O:7].[NH2:8][CH2:9][CH:10]1[CH2:11][N:12]([c:16]2[cH:17][c:18]([F:29])[c:19]([C:22]3=[N:27][NH:26][C:25](=[O:28])[CH2:24][S:23]3)[cH:20][cH:21]2)[C:13](=[O:15])[O:14]1>>[NH2:5][C:6](=[O:7])[NH:8][CH2:9][CH:10]1[CH2:11][N:12]([c:16]2[cH:17][c:18]([F:29])[c:19]([C:22]3=[N:27][NH:26][C:25](=[O:28])[CH2:24][S:23]3)[cH:20][cH:21]2)[C:13](=[O:15])[O:14]1.